Task: describe an organic reaction: reactants, conditions, products, and yield. Dataset: the Open Reaction Database (ORD), a public repository of structured organic reaction records The reactants are OC1=C(C(C=CC2=CC=C(C=C2)OC2OCCCC2)=O)C=CC(=C1)OC1OCCCC1 (2'-hydroxy-4,4'-bis(tetrahydropyranyloxy)chalcone), mixed solvent, C(Cl)Cl.CO.O (methylene chloride methanol water), O.C1(=CC=C(C=C1)S(=O)(=O)O)C (p-toluenesulfonic acid monohydrate). Run in O (water). Conditions: time 2 hour. The product is OC1=CC=C(C=C1)C=CC(=O)C1=C(C=C(C=C1)O)O (4,2',4'-trihydroxychalcone). The yield is 0.1%. Reaction SMILES: [OH:1][C:2]1[CH:24]=[C:23]([O:25]C2CCCCO2)[CH:22]=[CH:21][C:3]=1[C:4](=[O:20])[CH:5]=[CH:6][C:7]1[CH:12]=[CH:11][C:10]([O:13]C2CCCCO2)=[CH:9][CH:8]=1.C(Cl)Cl.CO.O.O.C1(C)C=CC(S(O)(=O)=O)=CC=1>O>[OH:13][C:10]1[CH:11]=[CH:12][C:7]([CH:6]=[CH:5][C:4]([C:3]2[CH:21]=[CH:22][C:23]([OH:25])=[CH:24][C:2]=2[OH:1])=[O:20])=[CH:8][CH:9]=1 |f:1.2.3,4.5|. Reported procedure: To a mixture of 4,000 g of crude 2'-hydroxy-4,4'-bis(tetrahydropyranyloxy)chalcone (purity: 79.4%) and 13 ml of a mixed solvent of methylene chloride:methanol:water (4:4:1) was added 0.18 g of p-toluenesulfonic acid monohydrate, and the resulting mixture was agitated ar room temperature for 2 hours. The mixture was poured into 120 ml of water, and extracted with ethyl acetate. Distillation off of ethyl acetate afforded 2.770 g of 4,2',4'-trihydroxychalcone, having purity of 69.1% and yield of 99...